This data is from the Open Reaction Database (ORD), a public repository of structured organic reaction records. The task is: describe an organic reaction: reactants, conditions, products, and yield The product is O=C1CCCCN1Cc1ccc([N+](=O)[O-])cc1. Reaction SMILES: [C:20]([BH3-:21])#[N:22].[CH3:25][OH:26].[ClH:24].[N+:1](=[O:2])([O-:3])[c:4]1[cH:5][cH:6][c:7]([CH:8]=[O:9])[cH:10][cH:11]1.[NH2:12][CH2:13][CH2:14][CH2:15][CH2:16][C:17](=[O:18])[OH:19].[Na+:23].[OH2:27]>>[N+:1](=[O:2])([O-:3])[c:4]1[cH:5][cH:6][c:7]([CH2:8][N:12]2[CH2:13][CH2:14][CH2:15][CH2:16][C:17]2=[O:19])[cH:10][cH:11]1. The reactants are [BH3-]C#N, CO, Cl, O=Cc1ccc([N+](=O)[O-])cc1, NCCCCC(=O)O, [Na+], O. Starting materials: C(C1=CC=CC=C1)OC1=CC=C(C(=O)N(C)CCN2CCC(CC2)(CC2=CC=C(C=C2)C)O)C=C1 (4-benzyloxy-N-[2-[4-hydroxy-4-(4-methyl-benzyl)-piperidin-1-yl]-ethyl]-N-methyl-benzamide). Reagents/catalysts: [Pd] (Palladium on carbon). Run in C(C)(=O)O (acetic acid). Conditions: time 4 hour. Product: OC1=CC=C(C(=O)N(C)CCN2CCC(CC2)(CC2=CC=C(C=C2)C)O)C=C1 (4-hydroxy-N-[2-[4-hydroxy-4-(4-methyl-benzyl)-piperidin-1-yl]-ethyl ]-N-methyl-benzamide). Isolated yield 73.5%. As a reaction SMILES: C([O:8][C:9]1[CH:35]=[CH:34][C:12]([C:13]([N:15]([CH2:17][CH2:18][N:19]2[CH2:24][CH2:23][C:22]([OH:33])([CH2:25][C:26]3[CH:31]=[CH:30][C:29]([CH3:32])=[CH:28][CH:27]=3)[CH2:21][CH2:20]2)[CH3:16])=[O:14])=[CH:11][CH:10]=1)C1C=CC=CC=1>[Pd].C(O)(=O)C>[OH:8][C:9]1[CH:10]=[CH:11][C:12]([C:13]([N:15]([CH2:17][CH2:18][N:19]2[CH2:24][CH2:23][C:22]([OH:33])([CH2:25][C:26]3[CH:27]=[CH:28][C:29]([CH3:32])=[CH:30][CH:31]=3)[CH2:21][CH2:20]2)[CH3:16])=[O:14])=[CH:34][CH:35]=1. Reported procedure: Palladium on carbon (10%, 60 mg) was added to a solution of 4-benzyloxy-N-[2-[4-hydroxy-4-(4-methyl-benzyl)-piperidin-1-yl]-ethyl]-N-methyl-benzamide (226 mg, 0.48 mmol) in acetic acid (6 ml). The hydrogenation was complete after 4 h. The catalyst was removed by filtration through celite and the solvent was evaporated. Sodium bicarbonate (10% aq. solution, 2 ml) was added, and the aqeous layer extracted with dichloromethane. The organic layer was dried (Na2SO4), filtered and to give 4-hydroxy-N-... Reactants: O=C[C@H](O)[C@@H](O)[C@H](O)[C@H](O)CO (dextrose), C(C=CC1=CC=CC=C1)(=O)[O-].[Na+] (sodium cinnamate), C(C=CC1=CC=CC=C1)(=O)O (cinnamic acid). Reaction conditions: time 30 minute. The product is C(C)(=O)C1=CC=CC=C1 (Acetophenone). As a reaction SMILES: [O:1]=C[C@@H]([C@H]([C@@H]([C@@H](CO)O)O)O)O.C([O-])(=O)[CH:14]=[CH:15][C:16]1[CH:21]=[CH:20][CH:19]=[CH:18][CH:17]=1.[Na+].C(O)(=O)C=CC1C=CC=CC=1>>[C:15]([C:16]1[CH:21]=[CH:20][CH:19]=[CH:18][CH:17]=1)(=[O:1])[CH3:14] |f:1.2|. Procedure details: 10 Liters of medium were prepared in a 14 L fermenter and were sterilized at 121° C. for 30 minutes. After sterilization, 100 g of sterile 50% dextrose solution and 100 ml of 48 hours grown inoculum were added. Periodically, after 24 hours of incubation, aliquouts of sterile 10% sodium cinnamate solution, pH 7.0 were added to maintain an approximate concentration of 5 g/L cinnamic acid. The reactants are COC1=NC(=NC(=C1)OC)OC1=C(C2=C(C(=NO2)C)C=C1)C(=O)OC (methyl 6-(4,6-dimethoxypyrimidin-2-yl)oxy-3-methylbenzisoxazol-7-carboxylate), [OH-].[Na+] (sodium hydroxide). Solvent: N,N-dimethylsulfoxide, O (water). Reaction conditions: temperature 70 celsius, time 10 minute. Yields the product COC1=NC(=NC(=C1)OC)OC1=C(C2=C(C(=NO2)C)C=C1)C(=O)O (6-(4,6-Dimethoxypyrimidin-2-yl)oxy-3-methyl-benzisoxazol-7-carboxylic Acid). The yield is 73.0%. Reaction SMILES: [CH3:1][O:2][C:3]1[CH:8]=[C:7]([O:9][CH3:10])[N:6]=[C:5]([O:11][C:12]2[CH:21]=[CH:20][C:15]3[C:16]([CH3:19])=[N:17][O:18][C:14]=3[C:13]=2[C:22]([O:24]C)=[O:23])[N:4]=1.[OH-].[Na+]>O>[CH3:10][O:9][C:7]1[CH:8]=[C:3]([O:2][CH3:1])[N:4]=[C:5]([O:11][C:12]2[CH:21]=[CH:20][C:15]3[C:16]([CH3:19])=[N:17][O:18][C:14]=3[C:13]=2[C:22]([OH:24])=[O:23])[N:6]=1 |f:1.2|. Procedure details: While heating and stirring 1.0 g of methyl 6-(4,6-dimethoxypyrimidin-2-yl)oxy-3-methylbenzisoxazol-7-carboxylate in 20 ml of N,N-dimethylsulfoxide at 70° C., 1.7 ml of a 2N sodium hydroxide aqueous solution was dropwise added thereto over a period of 10 minutes. Then, the mixture was further heated and stirred at 70° C. for 30 minutes. The mixture was returned to room temperature, then poured into water and extracted with diethyl ether. The aqueous layer was acidified with 10% hydrochloric acid,... Yields the product FC1=C(OC2=CC(=NC=C2)NC(=O)N2CCN(CC2)C2CN(C2)C)C=CC(=C1)NC(=O)NC(CC1=CC=C(C=C1)F)=O (4-(1-Methylazetidin-3-yl)piperazine-1-carboxylic acid [4-(2-fluoro-4-{3-[2-(4-fluorophenyl)acetyl]ureido}phenoxy)pyridin-2-yl]amide). The solvent is O1CCCC1 (tetrahydrofuran), C(C)(=O)OCC (ethyl acetate), CCCCCC (hexane). Reported procedure: To a solution of 4-(1-methylazetidin-3-yl)piperazine-1-carboxylic acid [4-(4-amino-2-fluorophenoxy)pyridin-2-yl]amide (40.0 mg) in tetrahydrofuran (15 ml) was added a solution of 2-(4-fluorophenyl)acetyl isocyanate in ethyl acetate (0.25 M, 1.60 ml), followed by stirring at room temperature for 1 hr. To the reaction mixture was added a saturated aqueous solution of sodium hydrogencarbonate, followed by stirring at room temperature for 15 min. The organic layer was separated, and dried over anhyd... Starting materials: NC1=CC(=C(OC2=CC(=NC=C2)NC(=O)N2CCN(CC2)C2CN(C2)C)C=C1)F (4-(1-methylazetidin-3-yl)piperazine-1-carboxylic acid [4-(4-amino-2-fluorophenoxy)pyridin-2-yl]amide), FC1=CC=C(C=C1)CC(=O)N=C=O (2-(4-fluorophenyl)acetyl isocyanate), C(C)OCC (diethyl ether), C(O)([O-])=O.[Na+] (sodium hydrogencarbonate). RXN SMILES: [NH2:1][C:2]1[CH:28]=[CH:27][C:5]([O:6][C:7]2[CH:12]=[CH:11][N:10]=[C:9]([NH:13][C:14]([N:16]3[CH2:21][CH2:20][N:19]([CH:22]4[CH2:25][N:24]([CH3:26])[CH2:23]4)[CH2:18][CH2:17]3)=[O:15])[CH:8]=2)=[C:4]([F:29])[CH:3]=1.[F:30][C:31]1[CH:36]=[CH:35][C:34]([CH2:37][C:38]([N:40]=[C:41]=[O:42])=[O:39])=[CH:33][CH:32]=1.C(=O)([O-])O.[Na+].C(OCC)C>O1CCCC1.C(OCC)(=O)C.CCCCCC>[F:29][C:4]1[CH:3]=[C:2]([NH:1][C:41]([NH:40][C:38](=[O:39])[CH2:37][C:34]2[CH:35]=[CH:36][C:31]([F:30])=[CH:32][CH:33]=2)=[O:42])[CH:28]=[CH:27][C:5]=1[O:6][C:7]1[CH:12]=[CH:11][N:10]=[C:9]([NH:13][C:14]([N:16]2[CH2:17][CH2:18][N:19]([CH:22]3[CH2:23][N:24]([CH3:26])[CH2:25]3)[CH2:20][CH2:21]2)=[O:15])[CH:8]=1 |f:2.3|. Isolated yield 31.9%. Reaction conditions: time 1 hour. Starting materials: C(C)OC(C)=O.BrC=1C=C(C=C(C1)O)SC1=CC(=C(OCC(=O)O)C=C1)C ([4-(3-Bromo-5-hydroxy-phenylsulfanyl)-2-methyl-phenoxy]-acetic acid ethyl acetate), C1(=CC=CC=C1)C#C (phenylacetylene). Reagents/catalysts: C1=CC=C(C=C1)P(C2=CC=CC=C2)C3=CC=CC=C3.C1=CC=C(C=C1)P(C2=CC=CC=C2)C3=CC=CC=C3.Cl[Pd]Cl (bis(triphenylphosphine)palladium (II) chloride), [Cu](I)I (copper iodide). Solvent: C(C)N(CC)CC (triethylamine), CN(C)C=O (DMF). Product: C(C)OC(COC1=C(C=C(C=C1)SC1=CC(=CC(=C1)C#CC1=CC=CC=C1)O)C)=O ([4-(3-Hydroxy-5-phenylethynyl-phenylsulfanyl)-2-methyl-phenoxy]-acetic Acid Ethyl Ester). As a reaction SMILES: [CH2:1]([O:3][C:4](=[O:6])[CH3:5])[CH3:2].Br[C:8]1[CH:9]=[C:10]([S:15][C:16]2[CH:26]=[CH:25][C:19]([O:20]CC(O)=O)=[C:18]([CH3:27])[CH:17]=2)[CH:11]=[C:12]([OH:14])[CH:13]=1.[C:28]1([C:34]#[CH:35])[CH:33]=[CH:32][CH:31]=[CH:30][CH:29]=1>C(N(CC)CC)C.CN(C=O)C.C1C=CC(P(C2C=CC=CC=2)C2C=CC=CC=2)=CC=1.C1C=CC(P(C2C=CC=CC=2)C2C=CC=CC=2)=CC=1.Cl[Pd]Cl.[Cu](I)I>[CH2:1]([O:3][C:4](=[O:6])[CH2:5][O:20][C:19]1[CH:25]=[CH:26][C:16]([S:15][C:10]2[CH:9]=[C:8]([C:35]#[C:34][C:28]3[CH:33]=[CH:32][CH:31]=[CH:30][CH:29]=3)[CH:13]=[C:12]([OH:14])[CH:11]=2)=[CH:17][C:18]=1[CH3:27])[CH3:2] |f:0.1,5.6.7|. Reported procedure: [4-(3-Bromo-5-hydroxy-phenylsulfanyl)-2-methyl-phenoxy]-acetic acid ethyl acetate (2.3 g; 5.79 mmol), phenylacetylene (1.9 mL; 17.4 mmol), bis(triphenylphosphine)palladium (II) chloride (0.33 g; 0.46 mmol) and copper iodide (0.07 g; 0.35 mmol) were dissolved in a mixture of triethylamine (7 mL) and DMF (8 mL) under an atmosphere of nitrogen. The reaction mixture was reacted in a microwave oven at 100° C. for 1 h. The reaction mixture was evaporated to dryness, and 5% aqueous citric acid and ethy... Reactants: C(C)C1=C(SC2=NC(=C(C(=C21)C2=CC=C(C=C2)C)CC(=O)OC)C)C (methyl 2-(3-ethyl-2,6-dimethyl-4-p-tolylthieno[2,3-b]pyridin-5-yl)acetate), [O-2].[Li+].[Li+] (lithium oxide), Cl (HCl). Run in O1CCOCC1 (dioxane), O (water). Conditions: temperature 60 celsius. The product is C(C)C1=C(SC2=NC(=C(C(=C21)C2=CC=C(C=C2)C)CC(=O)O)C)C ((3-Ethyl-2,6-dimethyl-4-p-tolylthieno[2,3-b]pyridin-5-yl)acetic acid). Yield: 64.9%. RXN SMILES: [CH2:1]([C:3]1[C:11]2[C:6](=[N:7][C:8]([CH3:24])=[C:9]([CH2:19][C:20]([O:22]C)=[O:21])[C:10]=2[C:12]2[CH:17]=[CH:16][C:15]([CH3:18])=[CH:14][CH:13]=2)[S:5][C:4]=1[CH3:25])[CH3:2].[O-2].[Li+].[Li+].Cl>O1CCOCC1.O>[CH2:1]([C:3]1[C:11]2[C:6](=[N:7][C:8]([CH3:24])=[C:9]([CH2:19][C:20]([OH:22])=[O:21])[C:10]=2[C:12]2[CH:17]=[CH:16][C:15]([CH3:18])=[CH:14][CH:13]=2)[S:5][C:4]=1[CH3:25])[CH3:2] |f:1.2.3|. Reported procedure: To a solution of methyl 2-(3-ethyl-2,6-dimethyl-4-p-tolylthieno[2,3-b]pyridin-5-yl)acetate (0.045 g; 0.127 mmol) in dioxane (3 mL) and water (0.8 mL) was added a 1N lithium oxide solution (0.8 mL; 0.80 mmol). The reaction mixture was heated at 60° C. for 2 h. After cooling to room temperature, the reaction mixture was acidified with 1N HCl (pH˜2) and partially concentrated under reduced pressure. The residue was partitioned between ethyl acetate and water. The organic layer was washed with brine... As a reaction SMILES: [CH3:1][N:2]([c:3]1[c:4]([C:12]2=[N:13][C:14]3=[CH:19][CH2:18][C:17](=[O:20])[NH:16][C:15]3=[N:21]2)[cH:5][cH:6][c:7]([N+:9]([O-:10])=[O:11])[cH:8]1)[CH3:22].[CH3:27][N:28]([CH3:29])[CH:30]=[O:31].[ClH:25].[H:23][H:24].[OH2:26]>>[CH3:1][N:2]([c:3]1[c:4]([C:12]2=[N:13][C:14]3=[CH:19][CH2:18][C:17](=[O:20])[NH:16][C:15]3=[N:21]2)[cH:5][cH:6][c:7]([NH2:9])[cH:8]1)[CH3:22].[ClH:25]. Reactants: CN(C)c1cc([N+](=O)[O-])ccc1C1=NC2=CCC(=O)NC2=N1, CN(C)C=O, Cl, [H][H], O. Product: CN(C)c1cc(N)ccc1C1=NC2=CCC(=O)NC2=N1, Cl. Reactants: Cl.C1N(CCC2=CC=CC=C12)CCCCN1C(C2=CC=CC=3C2=C(C1=O)C=CC3)=O (4-(3,4-Dihydro-2(1H)-isoquinolinyl)butyl-1H-benz[de]-isoquinoline-1,3(2H)-dione, hydrochloride), BrCCCCCCBr (1,6-dibromohexane), BrCCCCBr (1,4-dibromobutane). The product is BrCCCCCCN1C(C2=CC=CC=3C2=C(C1=O)C=CC3)=O (2-(6-bromohexyl)-1H-benz[de]isoquinoline-1,3(2H)-dione). RXN SMILES: Cl.C1C2C(=CC=CC=2)CCN1CCC[CH2:15][N:16]1[C:25](=[O:26])[C:24]2[CH:27]=[CH:28][CH:29]=[C:22]3[C:23]=2[C:18](=[CH:19][CH:20]=[CH:21]3)[C:17]1=[O:30].[Br:31][CH2:32][CH2:33][CH2:34][CH2:35][CH2:36]CBr.BrCCCCBr>>[Br:31][CH2:32][CH2:33][CH2:34][CH2:35][CH2:36][CH2:15][N:16]1[C:17](=[O:30])[C:18]2[CH:19]=[CH:20][CH:21]=[C:28]3[C:27]=2[C:24](=[CH:23][CH:22]=[CH:29]3)[C:25]1=[O:26] |f:0.1|. Reported procedure: Following the procedure of part (a) of example 39 but substituting 1,6-dibromohexane for the 1,4-dibromobutane, one obtains 2-(6-bromohexyl)-1H-benz[de]isoquinoline-1,3(2H)-dione; m.p. 95°-96°.